This data is from the Open Reaction Database (ORD), a public repository of structured organic reaction records. The task is: describe an organic reaction: reactants, conditions, products, and yield The reactants are FC(S(=O)(=O)OC1=C(CN(CC1)C(=O)OC(C)(C)C)C(=O)OC)(F)F (1-tert-butyl 3-methyl 4-(((trifluoromethyl)sulfonyl)oxy)-5,6-dihydropyridine-1,3(2H)-dicarboxylate), C1(=CC=CC=C1)B(O)O (phenylboronic acid), C(=O)([O-])[O-].[Na+].[Na+] (Na2CO3), N#N (N2). The reagents and catalysts are C1=CC=C(C=C1)P([C-]2C=CC=C2)C3=CC=CC=C3.C1=CC=C(C=C1)P([C-]2C=CC=C2)C3=CC=CC=C3.Cl[Pd]Cl.[Fe+2] (Pd(dppf)Cl2). Run in O1CCOCC1 (Dioxane), CCOC(=O)C (EtOAc), O (water). Run at temperature 100 celsius. The product is C1(=CC=CC=C1)C1=C(CN(CC1)C(=O)OC(C)(C)C)C(=O)OC (1-tert-butyl 3-methyl 4-phenyl-5,6-dihydropyridine-1,3(2H)-dicarboxylate). Isolated yield 46.6%. As a reaction SMILES: FC(F)(F)S(O[C:7]1[CH2:12][CH2:11][N:10]([C:13]([O:15][C:16]([CH3:19])([CH3:18])[CH3:17])=[O:14])[CH2:9][C:8]=1[C:20]([O:22][CH3:23])=[O:21])(=O)=O.[C:26]1(B(O)O)[CH:31]=[CH:30][CH:29]=[CH:28][CH:27]=1.C([O-])([O-])=O.[Na+].[Na+].N#N>O1CCOCC1.O.CCOC(C)=O.C1C=CC(P(C2C=CC=CC=2)[C-]2C=CC=C2)=CC=1.C1C=CC(P(C2C=CC=CC=2)[C-]2C=CC=C2)=CC=1.Cl[Pd]Cl.[Fe+2]>[C:26]1([C:7]2[CH2:12][CH2:11][N:10]([C:13]([O:15][C:16]([CH3:19])([CH3:18])[CH3:17])=[O:14])[CH2:9][C:8]=2[C:20]([O:22][CH3:23])=[O:21])[CH:31]=[CH:30][CH:29]=[CH:28][CH:27]=1 |f:2.3.4,9.10.11.12|. Reported procedure: To a solution of 1-tert-butyl 3-methyl 4-(((trifluoromethyl)sulfonyl)oxy)-5,6-dihydropyridine-1,3(2H)-dicarboxylate (1.95 g, 5 mmol) and phenylboronic acid (1.22 g, 10 mmol) in Dioxane (20 ml) was added Pd(dppf)Cl2 and a solution of Na2CO3 (3.18 g, 30 mmol) in water (6 mL), after degassed with N2 for 5 min, the reaction was heated at 100° C. for 15 h, the mixture was cooled to room temperature, diluted with EtOAc, organic layer was washed with water, brine, dried and concentrated to give crude p...